From a dataset of the Open Reaction Database (ORD), a public repository of structured organic reaction records. describe an organic reaction: reactants, conditions, products, and yield The reactants are N (ammonia), IC1=CC=C(C=C1)CC(=O)Cl (4-iodophenylacetyl chloride). Solvent: CCOCC (ether). Run at time 15 minute. Product: IC1=CC=C(C=C1)CC(=O)N (4-iodophenylacetamide), solid. Reaction SMILES: [NH3:1].[I:2][C:3]1[CH:8]=[CH:7][C:6]([CH2:9][C:10](Cl)=[O:11])=[CH:5][CH:4]=1>CCOCC>[I:2][C:3]1[CH:8]=[CH:7][C:6]([CH2:9][C:10]([NH2:1])=[O:11])=[CH:5][CH:4]=1. Procedure: Concentrated aqueous ammonia (density, 0.88 g/cm3) was added to a solution of 4-iodophenylacetyl chloride (2.80 g) in ether (30 ml) and the mixture was stirred at ambient temperature for 15 minutes. The product, 4-iodophenylacetamide, was obtained as a colourless crystalline solid (2.36 g), m.p: 200-204° C.; NMR: 3.34(2H,s), 6.87(H,bs), 7.44(2H,bs), 7.04-7.68(4H,AB); m/z 262(M+H). Reactants: C1(CC1)C(C=1C=NN(C1)CC1=CC=C2C(=CC(=NC2=C1)C(=O)N)C1=CC=C(C=C1)F)O (7-({4-[Cyclopropyl(hydroxy)methyl]-1H-pyrazol-1-yl}methyl)-4-(4-fluorophenyl)quinoline-2-carboxamide), CC(=O)OI1(C=2C=CC=CC2C(=O)O1)(OC(=O)C)OC(=O)C (Dess-Martin Periodinane), [O-]S(=O)(=S)[O-].[Na+].[Na+] (Na2S2O3), C(O)([O-])=O.[Na+] (sodium hydrogen carbonate). The solvent is C(Cl)Cl (methylene chloride). Conditions: time 8 hour. The product is C1(CC1)C(=O)C=1C=NN(C1)CC1=CC=C2C(=CC(=NC2=C1)C(=O)N)C1=CC=C(C=C1)F (7-{[4-(Cyclopropylcarbonyl)-1H-pyrazol-1-yl]methyl}-4-(4-fluorophenyl)quinoline-2-carboxamide). Yield: 15.0%. RXN SMILES: [CH:1]1([CH:4]([OH:31])[C:5]2[CH:6]=[N:7][N:8]([CH2:10][C:11]3[CH:20]=[C:19]4[C:14]([C:15]([C:24]5[CH:29]=[CH:28][C:27]([F:30])=[CH:26][CH:25]=5)=[CH:16][C:17]([C:21]([NH2:23])=[O:22])=[N:18]4)=[CH:13][CH:12]=3)[CH:9]=2)[CH2:3][CH2:2]1.CC(OI1(OC(C)=O)(OC(C)=O)OC(=O)C2C=CC=CC1=2)=O.[O-]S([O-])(=S)=O.[Na+].[Na+].C(=O)([O-])O.[Na+]>C(Cl)Cl>[CH:1]1([C:4]([C:5]2[CH:6]=[N:7][N:8]([CH2:10][C:11]3[CH:20]=[C:19]4[C:14]([C:15]([C:24]5[CH:29]=[CH:28][C:27]([F:30])=[CH:26][CH:25]=5)=[CH:16][C:17]([C:21]([NH2:23])=[O:22])=[N:18]4)=[CH:13][CH:12]=3)[CH:9]=2)=[O:31])[CH2:3][CH2:2]1 |f:2.3.4,5.6|. Procedure: To a room temperature solution of 7-({4-[cyclopropyl(hydroxy)methyl]-1H-pyrazol-1-yl}methyl)-4-(4-fluorophenyl)quinoline-2-carboxamide (3-10, 22 mg, 0.053 mmol, 1.0 equiv.) in methylene chloride (1.0 mL) was added Dess-Martin Periodinane (67.2 mg, 0.158 mmol, 3.0 equiv.) and the mixture was stirred at room temperature overnight. Aqueous Na2S2O3 (saturate, 2.0 mL) and aqueous sodium hydrogen carbonate (saturate, 5.0 mL) were added and the mixture was extracted with ethyl acetate (3×5 mL). The com... Reactants: ClC1=CC=C(C=C1C1=CC(=CC=C1)[N+](=O)[O-])C(=O)NC1=CC(=CC=C1)C(F)(F)F (6-Chloro-3′-nitro-N-[3-(trifluoromethyl)phenyl]biphenyl-3-carboxamide), NC1=CC=CC=C1 (aniline). Reagents/catalysts: [OH-].[OH-].[Pd+2] (palladium hydroxide on carbon). Solvent: CO (methanol). Conditions: time 20 hour. Product: NC=1C=C(C=CC1)C1=CC(=CC=C1Cl)C(=O)NC1=CC(=CC=C1)C(F)(F)F (3′-Amino-6-chloro-N-[3-(trifluoromethyl)phenyl]biphenyl-3-carboxamide). Yield: 76.8%. Reaction SMILES: [Cl:1][C:2]1[C:7]([C:8]2[CH:13]=[CH:12][CH:11]=[C:10]([N+:14]([O-])=O)[CH:9]=2)=[CH:6][C:5]([C:17]([NH:19][C:20]2[CH:25]=[CH:24][CH:23]=[C:22]([C:26]([F:29])([F:28])[F:27])[CH:21]=2)=[O:18])=[CH:4][CH:3]=1.NC1C=CC=CC=1>CO.[OH-].[OH-].[Pd+2]>[NH2:14][C:10]1[CH:9]=[C:8]([C:7]2[C:2]([Cl:1])=[CH:3][CH:4]=[C:5]([C:17]([NH:19][C:20]3[CH:25]=[CH:24][CH:23]=[C:22]([C:26]([F:29])([F:27])[F:28])[CH:21]=3)=[O:18])[CH:6]=2)[CH:13]=[CH:12][CH:11]=1 |f:3.4.5|. Reported procedure: 6-Chloro-3′-nitro-N-[3-(trifluoromethyl)phenyl]biphenyl-3-carboxamide (0.46 g, 0.0011 mol) was dissolved in methanol (40 mL), and palladium hydroxide on carbon (20%; 88 mg; 50% wet; 0.000063 mol) was added. The resulting mixture was hydrogenated at 60 psi and 20° C. for 20 h, at which time LCMS showed near complete conversion to the aniline (accompanied by 3% de-chlorination). The reaction mixture was filtered; and rinsed thoroughly. The filtrate was concentrated in vacuo to give 0.33 g of produ... Starting materials: C(C1=CC=CC=C1)(C1=CC=CC=C1)(C1=CC=CC=C1)N1N=C(C(=C1C(=O)OC)C(=O)OC)C(=O)OC (trimethyl 1-trityl-3,4,5-pyrazoletricarboxylate), [H-].[H-].[H-].[H-].[Li+].[Al+3] (LiAlH4). The solvent is C1CCOC1 (THF), CCOCC (Et2O). Run at temperature 22.5 celsius, time 16 hour. The product is C(C1=CC=CC=C1)(C1=CC=CC=C1)(C1=CC=CC=C1)N1N=C(C(=C1CO)CO)CO (1-trityl-3,4,5-tris(hydroxymethyl)pyrazole). Yield: 73.0%. Reaction SMILES: [C:1]([N:20]1[C:24]([C:25](OC)=[O:26])=[C:23]([C:29](OC)=[O:30])[C:22]([C:33](OC)=[O:34])=[N:21]1)([C:14]1[CH:19]=[CH:18][CH:17]=[CH:16][CH:15]=1)([C:8]1[CH:13]=[CH:12][CH:11]=[CH:10][CH:9]=1)[C:2]1[CH:7]=[CH:6][CH:5]=[CH:4][CH:3]=1.[H-].[H-].[H-].[H-].[Li+].[Al+3]>C1COCC1.CCOCC>[C:1]([N:20]1[C:24]([CH2:25][OH:26])=[C:23]([CH2:29][OH:30])[C:22]([CH2:33][OH:34])=[N:21]1)([C:14]1[CH:19]=[CH:18][CH:17]=[CH:16][CH:15]=1)([C:2]1[CH:3]=[CH:4][CH:5]=[CH:6][CH:7]=1)[C:8]1[CH:13]=[CH:12][CH:11]=[CH:10][CH:9]=1 |f:1.2.3.4.5.6|. Procedure details: To a solution of trimethyl 1-trityl-3,4,5-pyrazoletricarboxylate (3.034 g, 6.26 mmol) in dry THF (60 mL) were added 50 mL of 1.0 M LiAlH4 in Et2O. The resulting solution was stirred for about 16 h at room temperature (20-25° C.). After this time, the reaction was quenched by the slow addition of 1.5 mL of distilled water, followed by addition of 1.5 mL of 10% NaOH and 3.5 mL of water. The solids formed were removed by filtration, and 80 mL of dichloromethane was added to the filtrate. The organi...